Dataset: the Open Reaction Database (ORD), a public repository of structured organic reaction records. Task: describe an organic reaction: reactants, conditions, products, and yield Starting materials: C1(CC1)C1=CC(=C(C=C1)N(C)CCCN(C)C)[N+](=O)[O-] (4-cyclopropyl-N-(3-(dimethylamino)propyl)-N-methyl-2-nitrobenzenamine), [H][H] (hydrogen). The reagents and catalysts are [Pd] (Palladium). Run in CO (MeOH). Run at time 18 hour. The product is C1(CC1)C=1C=C(C(=CC1)N(C)CCCN(C)C)N (4-cyclopropyl-N1-(3-(dimethylamino)propyl)-N1-methylbenzene-1,2-diamine). Reaction SMILES: [CH:1]1([C:4]2[CH:9]=[CH:8][C:7]([N:10]([CH2:12][CH2:13][CH2:14][N:15]([CH3:17])[CH3:16])[CH3:11])=[C:6]([N+:18]([O-])=O)[CH:5]=2)[CH2:3][CH2:2]1.[H][H]>CO.[Pd]>[CH:1]1([C:4]2[CH:5]=[C:6]([NH2:18])[C:7]([N:10]([CH2:12][CH2:13][CH2:14][N:15]([CH3:17])[CH3:16])[CH3:11])=[CH:8][CH:9]=2)[CH2:2][CH2:3]1. Procedure: 4-cyclopropyl-N-(3-(dimethylamino)propyl)-N-methyl-2-nitrobenzenamine (Step 2, 600 mg, 2.16 mmol) was dissolved in 22 mL MeOH. Palladium (115 mg, 0.108 mmol, 10% w/w on carbon) was added, a balloon containing hydrogen was inserted, and the reaction was stirred at RT for 18 h. The solution was then filtered through a pad of Celite and concentrated, yielding the title compound as viscous red-brown oil. MS (M+H+)=248; Calc'd for C15H25N3=247.38. Starting materials: [Na+].C12(CC3CC(CC(C1)C3)C2)CC(COCC(S(=O)(=O)[O-])(F)F)O (2-(3-adamantan-1-yl-2-hydroxypropoxy)-1,1-difluoroethanesulfonic acid sodium salt), FC(S(=O)(=O)[O-])(F)F.C1(=CC=CC=C1)[SH+](C1=CC=CC=C1)(C)C1=CC=CC=C1 (diphenyl methylphenyl sulfonium trifluoromethane sulfonate). The product is C1(=CC=CC=C1)[SH+](C1=CC=CC=C1)(F)C1=CC=CC=C1.C12(CC3CC(CC(C1)C3)C2)CC(COCC(S(=O)(=O)[O-])(F)F)O (2-(3-adamantan-1-yl-2-hydroxypropoxy)-1,1-difluoroethanesulfonic acid diphenyl fluorophenyl sulfonium salt). Reaction SMILES: [Na+].[C:2]12([CH2:12][CH:13]([OH:24])[CH2:14][O:15][CH2:16][C:17]([F:23])([F:22])[S:18]([O-:21])(=[O:20])=[O:19])[CH2:11][CH:6]3[CH2:7][CH:8]([CH2:10][CH:4]([CH2:5]3)[CH2:3]1)[CH2:9]2.FC(F)(F)S([O-])(=O)=O.[C:33]1([SH+:39]([C:47]2[CH:52]=[CH:51][CH:50]=[CH:49][CH:48]=2)(C)[C:40]2[CH:45]=[CH:44][CH:43]=[CH:42][CH:41]=2)[CH:38]=[CH:37][CH:36]=[CH:35][CH:34]=1>>[C:33]1([SH+:39]([C:47]2[CH:52]=[CH:51][CH:50]=[CH:49][CH:48]=2)([F:22])[C:40]2[CH:45]=[CH:44][CH:43]=[CH:42][CH:41]=2)[CH:38]=[CH:37][CH:36]=[CH:35][CH:34]=1.[C:2]12([CH2:12][CH:13]([OH:24])[CH2:14][O:15][CH2:16][C:17]([F:22])([F:23])[S:18]([O-:21])(=[O:20])=[O:19])[CH2:11][CH:6]3[CH2:7][CH:8]([CH2:10][CH:4]([CH2:5]3)[CH2:3]1)[CH2:9]2 |f:0.1,2.3,4.5|. Reported procedure: As shown in the following reaction scheme (4-2), the 2-(3-adamantan-1-yl-2-hydroxypropoxy)-1,1-difluoroethanesulfonic acid sodium salt produced in Step 1 was allowed to react with diphenyl methylphenyl sulfonium trifluoromethane sulfonate in the same manner as in Step 2 of Synthesis Example 1. Thus, 2-(3-adamantan-1-yl-2-hydroxypropoxy)-1,1-difluoroethanesulfonic acid diphenyl fluorophenyl sulfonium salt was obtained. Its structure was confirmed by 1H-NMR. Reactants: C=CCCC(=O)NN, C1COCCO1, COC(=O)C(N=C=O)C(C)C. Yields the product C=CCCC(=O)NNC(=O)NC(C(=O)OC)C(C)C. Reaction SMILES: [C:1]([CH2:2][CH2:3][CH:4]=[CH2:5])(=[O:6])[NH:7][NH2:8].[O:20]1[CH2:21][CH2:22][O:23][CH2:24][CH2:25]1.[O:9]=[C:10]=[N:11][CH:12]([CH:13]([CH3:14])[CH3:15])[C:16](=[O:17])[O:18][CH3:19]>>[C:1]([CH2:2][CH2:3][CH:4]=[CH2:5])(=[O:6])[NH:7][NH:8][C:10](=[O:9])[NH:11][CH:12]([CH:13]([CH3:14])[CH3:15])[C:16](=[O:17])[O:18][CH3:19]. The reactants are [Br-], O=C([O-])[O-], C#CCCl, Cc1ccccc1, CCCC[N+](CCCC)(CCCC)CCCC, C#CCOC(C(=O)NCCc1ccc(O)c(OC)c1)c1ccc(Cl)cc1, [K+], [K+], O. Product: C#CCOc1ccc(CCNC(=O)C(OCC#C)c2ccc(Cl)cc2)cc1OC. As a reaction SMILES: [Br-:45].[C:27](=[O:28])([O-:29])[O-:30].[CH2:33]([C:34]#[CH:35])[Cl:36].[CH3:38][c:39]1[cH:40][cH:41][cH:42][cH:43][cH:44]1.[CH3:46][CH2:47][CH2:48][CH2:49][N+:50]([CH2:51][CH2:52][CH2:53][CH3:54])([CH2:55][CH2:56][CH2:57][CH3:58])[CH2:59][CH2:60][CH2:61][CH3:62].[Cl:1][c:2]1[cH:3][cH:4][c:5]([CH:8]([C:9](=[O:10])[NH:11][CH2:12][CH2:13][c:14]2[cH:15][c:16]([O:21][CH3:22])[c:17]([OH:20])[cH:18][cH:19]2)[O:23][CH2:24][C:25]#[CH:26])[cH:6][cH:7]1.[K+:31].[K+:32].[OH2:37]>>[Cl:1][c:2]1[cH:3][cH:4][c:5]([CH:8]([C:9](=[O:10])[NH:11][CH2:12][CH2:13][c:14]2[cH:15][c:16]([O:21][CH3:22])[c:17]([O:20][CH2:35][C:34]#[CH:33])[cH:18][cH:19]2)[O:23][CH2:24][C:25]#[CH:26])[cH:6][cH:7]1. Reactants: C(=O)(O)CC1=C(SC(=C1)C1=CC=CC=C1)NC(C1=CC=CC=C1)=O (N-(3-Carboxymethyl-5-phenyl-2-thienyl)-benzamide), Cl (HCl), O.O.[I-].[Li+] (Lithium iodide dihydrate), [Li+].[I-] (LiI). Run in O (water), N1=C(C=C(C=C1C)C)C (collidine), C(Cl)(Cl)Cl (chloroform), N1=C(C=C(C=C1C)C)C (collidine). The product is C1(=CC=CC=C1)C1=CC=C(S1)NC(C1=CC=CC=C1)=O (N-(5-Phenyl-2-thienyl)-benzamide). Isolated yield 53.0%. RXN SMILES: O.O.[I-].[Li+].[Li+].[I-].C(C[C:11]1[CH:15]=[C:14]([C:16]2[CH:21]=[CH:20][CH:19]=[CH:18][CH:17]=2)[S:13][C:12]=1[NH:22][C:23](=[O:30])[C:24]1[CH:29]=[CH:28][CH:27]=[CH:26][CH:25]=1)(O)=O.Cl>N1C(C)=CC(C)=CC=1C.C(Cl)(Cl)Cl.O>[C:16]1([C:14]2[S:13][C:12]([NH:22][C:23](=[O:30])[C:24]3[CH:25]=[CH:26][CH:27]=[CH:28][CH:29]=3)=[CH:11][CH:15]=2)[CH:17]=[CH:18][CH:19]=[CH:20][CH:21]=1 |f:0.1.2.3,4.5|. Reported procedure: Lithium iodide dihydrate (25.5 g, 0.168 mole) in collidine (50 ml) under nitrogen were stirred and refluxed until the LiI dissolved. The amido-ester of Example 52 (17 g, 0.053 mole) in warm collidine (400 ml) was added and the solution stirred and refluxed for 48 hours. The cooled solution was poured into a mixture of 5 N. HCl (800 ml., 4 mole) and ice, extracted with chloroform, which was washed with saturated sodium hydrogen carbonate solution, dried (Na2SO4), and evaporated to leave a semisol... Reactants: COC(=O)c1cccc(Br)c1C, CNC, CCOC(C)=O, [Na+], [Na+], O=C([O-])[O-], CC(=O)[O-], CC(=O)[O-], [Pd+2]. Yields the product COC(=O)c1cccc(C#N)c1C. As a reaction SMILES: [Br:1][c:2]1[c:3]([CH3:12])[c:4]([C:5](=[O:6])[O:7][CH3:8])[cH:9][cH:10][cH:11]1.[CH3:19][NH:20][CH3:21].[CH3:22][CH2:23][O:24][C:25](=[O:26])[CH3:27].[Na+:13].[Na+:14].[O-:15][C:16](=[O:17])[O-:18].[O-:29][C:30]([CH3:31])=[O:32].[O-:33][C:34]([CH3:35])=[O:36].[Pd+2:28]>>[c:2]1([C:19]#[N:20])[c:3]([CH3:12])[c:4]([C:5](=[O:6])[O:7][CH3:8])[cH:9][cH:10][cH:11]1.